Dataset: the Open Reaction Database (ORD), a public repository of structured organic reaction records. Task: describe an organic reaction: reactants, conditions, products, and yield The reactants are NC1=CC=C(C=C1)C1=C(C2=C(S1)C=C(C=C2)OCC2=CC=CC=C2)CC2=CC(=C(C=C2)CN2CCCC2)OC (2-(4-Aminophenyl)-6-benzyloxy-3-[3-methoxy-4-(1-pyrrolidinylmethyl)benzyl]benzo[b]thiophene), C(C1=CC=CC=C1)OC(=O)N[C@@H](COCC1=CC=CC=C1)C(=O)O (N-benzyloxycarbonyl-O-benzyl-(L)-serine), C(=O)[O-].[NH4+] (ammonium formate), C1CCC(CC1)N=C=NC2CCCCC2 (DCC), C1=CC2=C(N=C1)N(N=N2)O (HOAt). The reagents and catalysts are [Pd] (palladium on carbon). The solvent is CN(C)C=O (DMF), [Cl-].[Na+].O (brine), C1CCOC1 (THF). Run at time 22 hour. Yields the product N[C@H](C(=O)NC1=CC=C(C=C1)C1=C(C2=C(S1)C=C(C=C2)O)CC2=CC(=C(C=C2)CN2CCCC2)OC)COCC2=CC=CC=C2 ((S)-2-[4-[(2-Amino-3-benzyloxy-1-oxopropyl)amino]phenyl]-6-hydroxy-3-[3-methoxy-4-(1-pyrrolidinylmethyl)benzyl]benzo[b]thiophene), product. Yield: 39.1%. RXN SMILES: [NH2:1][C:2]1[CH:7]=[CH:6][C:5]([C:8]2[S:12][C:11]3[CH:13]=[C:14]([O:17]CC4C=CC=CC=4)[CH:15]=[CH:16][C:10]=3[C:9]=2[CH2:25][C:26]2[CH:31]=[CH:30][C:29]([CH2:32][N:33]3[CH2:37][CH2:36][CH2:35][CH2:34]3)=[C:28]([O:38][CH3:39])[CH:27]=2)=[CH:4][CH:3]=1.C(OC([NH:50][C@H:51]([C:61]([OH:63])=O)[CH2:52][O:53][CH2:54][C:55]1[CH:60]=[CH:59][CH:58]=[CH:57][CH:56]=1)=O)C1C=CC=CC=1.C1CCC(N=C=NC2CCCCC2)CC1.C1C=NC2N(O)N=NC=2C=1.C([O-])=O.[NH4+]>CN(C=O)C.[Cl-].[Na+].O.C1COCC1.[Pd]>[NH2:50][C@@H:51]([CH2:52][O:53][CH2:54][C:55]1[CH:56]=[CH:57][CH:58]=[CH:59][CH:60]=1)[C:61]([NH:1][C:2]1[CH:7]=[CH:6][C:5]([C:8]2[S:12][C:11]3[CH:13]=[C:14]([OH:17])[CH:15]=[CH:16][C:10]=3[C:9]=2[CH2:25][C:26]2[CH:31]=[CH:30][C:29]([CH2:32][N:33]3[CH2:34][CH2:35][CH2:36][CH2:37]3)=[C:28]([O:38][CH3:39])[CH:27]=2)=[CH:4][CH:3]=1)=[O:63] |f:4.5,7.8.9|. Reported procedure: 2-(4-Aminophenyl)-6-benzyloxy-3-[3-methoxy-4-(1-pyrrolidinylmethyl)benzyl]benzo[b]thiophene (Preparation 7; 273 mg) and N-benzyloxycarbonyl-O-benzyl-(L)-serine (184 mg) were dissolved in DMF (5.0 mL), treated with DCC (130 mg) and HOAt (88 mg) sequentially, and allowed to stir at ambient temperature under argon for 22 h. The reaction mixture was diluted with brine (30 mL), extracted with ethyl acetate (20 mL×3). The combined organic layers were dried with sodium sulfate and concentrated. Chromat...